The task is: describe an organic reaction: reactants, conditions, products, and yield. This data is from the Open Reaction Database (ORD), a public repository of structured organic reaction records. The reactants are CNC[C@H](O)[C@@H](O)[C@H](O)[C@H](O)CO (N-methyl-D-glucamine), C(C)OC(CC(CC1CCCCCC1)=O)=O (4-cycloheptyl-3-oxo-butyric acid ethyl ester), C(C1=CC=CC=C1)OC(C1=CC(=CC=C1)N)=O (3-amino-benzoic acid benzyl ester), BrCC(=O)C1=CC2=CC=CC=C2C=C1 (2-bromo-1-naphthalen-2-yl-ethanone), BrCC(=O)C1=CC=CC=C1 (2-bromo-1-phenyl-ethanone). Solvent: O.O1CCOCC1 (water dioxan), O (H2O). The product is C1(CCCCCC1)CC=1NC(=CC1C(=O)NC=1C=C(C(=O)O)C=CC1)C1=CC2=CC=CC=C2C=C1 (3-[(2-Cycloheptylmethyl-5-naphthalen-2-yl-1H-pyrrole-3-carbonyl)-amino]-benzoic Acid). Reaction SMILES: C(O[C:4](=[O:16])[CH2:5][C:6](=O)[CH2:7][CH:8]1[CH2:14][CH2:13][CH2:12][CH2:11][CH2:10][CH2:9]1)C.Br[CH2:18][C:19]([C:21]1[CH:30]=[CH:29][C:28]2[C:23](=[CH:24][CH:25]=[CH:26][CH:27]=2)[CH:22]=1)=O.BrCC(C1C=CC=CC=1)=O.C([O:48][C:49](=[O:57])[C:50]1[CH:55]=[CH:54][CH:53]=[C:52]([NH2:56])[CH:51]=1)C1C=CC=CC=1.C[NH:59]C[C@@H]([C@H]([C@@H]([C@@H](CO)O)O)O)O>O.O.O1CCOCC1>[CH:8]1([CH2:7][C:6]2[NH:59][C:19]([C:21]3[CH:30]=[CH:29][C:28]4[C:23](=[CH:24][CH:25]=[CH:26][CH:27]=4)[CH:22]=3)=[CH:18][C:5]=2[C:4]([NH:56][C:52]2[CH:51]=[C:50]([CH:55]=[CH:54][CH:53]=2)[C:49]([OH:48])=[O:57])=[O:16])[CH2:9][CH2:10][CH2:11][CH2:12][CH2:13][CH2:14]1 |f:6.7|. Reported procedure: The title compound was prepared according to the procedure of Example 1, using 4-cycloheptyl-3-oxo-butyric acid ethyl ester and 2-bromo-1-naphthalen-2-yl-ethanone instead of 4-adamantan-1-yl-3-oxo-butyric acid ethyl ester and 2-bromo-1-phenyl-ethanone in step a, and 3-amino-benzoic acid benzyl ester instead of 5-amino-isophthalic acid dibenzyl ester in step d. 1H NMR (300 MHz, d6-DMSO) 11.62 (1H, s), 9.64 (1H, s), 8.41 (1H, s), 8.14 (1H, s), 8.03 (1H, d), 7.94 (1H, d), 7.84 (3H, m), 7.60 (1H, m)... The reactants are OC[C@]12CCC(CC1=C(C[C@H]1[C@@H]3CCC([C@@]3(C)CC[C@H]21)=O)C)=O (19-hydroxy-6-methyl-5-androstene-3,17-dione), C(C)(=O)[O-] (acetate). The reagents and catalysts are [Pd] (palladium-on-charcoal). The solvent is CO (methanol). Run at time 30 minute. The product is C(C)(=O)O.OC[C@]12CCC(C[C@@H]1[C@@H](C[C@H]1[C@@H]3CCC([C@@]3(C)CC[C@H]21)=O)C)=O (19-hydroxy-6β-methyl-5α-androstane-3,17-dione acetate). Reaction SMILES: [OH:1][CH2:2][C@@:3]12[C@@H:20]3[C@H:11]([C@H:12]4[C@@:16]([CH2:18][CH2:19]3)([CH3:17])[C:15](=[O:21])[CH2:14][CH2:13]4)[CH2:10][C:9]([CH3:22])=[C:8]1[CH2:7][C:6](=[O:23])[CH2:5][CH2:4]2.[C:24]([O-:27])(=[O:26])[CH3:25]>CO.[Pd]>[C:24]([OH:27])(=[O:26])[CH3:25].[OH:1][CH2:2][C@@:3]12[C@@H:20]3[C@H:11]([C@H:12]4[C@@:16]([CH2:18][CH2:19]3)([CH3:17])[C:15](=[O:21])[CH2:14][CH2:13]4)[CH2:10][C@@H:9]([CH3:22])[C@H:8]1[CH2:7][C:6](=[O:23])[CH2:5][CH2:4]2 |f:4.5|. Reported procedure: A solution of 19-hydroxy-6-methyl-5-androstene-3,17-dione bis ethylenektal acetate in methanol is hydrogenated with a 10% palladium-on-charcoal catalyst at atmospheric pressure for a period of about 8 hours. After filtration of the catalyst, additional methanol and aqueous hydrochloric acid are added to the filtrate and the solution is heated to its reflux temperature. After about 30 minutes, the solution is poured onto water, and the solid which separates is filtered and air dried. Crystallizat... Starting materials: Cl.FC1=CC=C(C=C1)C=1CCNCC1 (4-(4-fluorophenyl)-1,2,3,6-tetrahydropyridine hydrochloride). Reagents/catalysts: [Pd] (palladium on charcoal). The solvent is CO (methanol). Reaction conditions: time 3 hour. Yields the product Cl.FC1=CC=C(C=C1)C1CCNCC1 (4-(4-FLUOROPHENYL)PIPERIDINE HYDROCHLORIDE). The yield is 99.1%. RXN SMILES: [ClH:1].[F:2][C:3]1[CH:8]=[CH:7][C:6]([C:9]2[CH2:10][CH2:11][NH:12][CH2:13][CH:14]=2)=[CH:5][CH:4]=1>CO.[Pd]>[ClH:1].[F:2][C:3]1[CH:8]=[CH:7][C:6]([CH:9]2[CH2:10][CH2:11][NH:12][CH2:13][CH2:14]2)=[CH:5][CH:4]=1 |f:0.1,4.5|. Procedure: To a solution of 4-(4-fluorophenyl)-1,2,3,6-tetrahydropyridine hydrochloride (10 g) in methanol (200 mL) was added 10% palladium on charcoal (0.5 g) and the mixture was hydrogenated at 50 psi for 3 h. The catalyst was removed by filtration and solvent was evaporated, leaving the product (10.0 g) as a white powder, which was used in the next step without purification. The product appeared to be pure based on 1H NMR and TLC analysis. 1H NMR δ 1.95-2.03 (br d, 2H), 2.14-2.29 (m, 2H), 2.70-2.80 (m, ...